From a dataset of the Open Reaction Database (ORD), a public repository of structured organic reaction records. describe an organic reaction: reactants, conditions, products, and yield Reactants: CC(C)CN, CCO, CC(C)O, O=C(O)CCC(=O)c1ccc(-c2ccccc2Cl)cc1, NC1CCCCC1, [Na], O. Yields the product O=C(O)CCC(O)c1ccc(-c2ccccc2Cl)cc1. RXN SMILES: [CH2:28]([NH2:29])[CH:30]([CH3:31])[CH3:32].[CH3:34][CH2:35][OH:36].[CH:37]([OH:38])([CH3:39])[CH3:40].[Cl:1][c:2]1[c:3](-[c:8]2[cH:9][cH:10][c:11]([C:14]([CH2:15][CH2:16][C:17](=[O:18])[OH:19])=[O:20])[cH:12][cH:13]2)[cH:4][cH:5][cH:6][cH:7]1.[NH2:21][CH:22]1[CH2:23][CH2:24][CH2:25][CH2:26][CH2:27]1.[Na:33].[OH2:41]>>[Cl:1][c:2]1[c:3](-[c:8]2[cH:9][cH:10][c:11]([CH:14]([CH2:15][CH2:16][C:17](=[O:18])[OH:19])[OH:20])[cH:12][cH:13]2)[cH:4][cH:5][cH:6][cH:7]1. Reactants: OC1=C(C(=CC(=C1C)C)C)C(CCCCCO)O (1-(2'-hydroxy-3',4',6'-trimethylphenyl)-1,6-hexanediol), [H][H] (hydrogen), [H][H] (hydrogen). The reagents and catalysts are [Pd] (palladium on carbon). Solvent: C(C)(=O)O (acetic acid). Product: OC1=C(C(=CC(=C1C)C)C)CCCCCCO (6-(2'-hydroxy-3',4',6'-trimethylphenyl)hexanol), needles. RXN SMILES: [OH:1][C:2]1[C:7]([CH3:8])=[C:6]([CH3:9])[CH:5]=[C:4]([CH3:10])[C:3]=1[CH:11](O)[CH2:12][CH2:13][CH2:14][CH2:15][CH2:16][OH:17].[H][H]>C(O)(=O)C.[Pd]>[OH:1][C:2]1[C:7]([CH3:8])=[C:6]([CH3:9])[CH:5]=[C:4]([CH3:10])[C:3]=1[CH2:11][CH2:12][CH2:13][CH2:14][CH2:15][CH2:16][OH:17]. Reported procedure: A solution of 1-(2'-hydroxy-3',4',6'-trimethylphenyl)-1,6-hexanediol (formula III-3 wherein R=H3C, X=H, Y=OH, n=4, in the free form) (5.43 parts) in acetic acid (150 volume parts) was stirred with 5% palladium on carbon (4.79 parts) under a stream of hydrogen gas at room temperature until the uptake of hydrogen ceased. The catalyst was filtered off and the filtrate was concentrated in vacuo. The resulting residue was subjected to column chromatography on silica gel and eluted with chloroform-met...